The task is: describe an organic reaction: reactants, conditions, products, and yield. This data is from the Open Reaction Database (ORD), a public repository of structured organic reaction records. The reactants are BrC=1C=C(C=CC1)NC1=NC=NC2=CC=C(C=C12)[N+](=O)[O-] (N-(3-bromophenyl)-6-nitro-4-quinazolinamine). Reagents/catalysts: [Fe] (iron). The solvent is C(C)O (ethanol), C(C)(=O)O (acetic acid). Reaction conditions: temperature 120 celsius. Product: BrC=1C=C(C=CC1)NC1=NC=NC2=CC=C(C=C12)N (N-(3-Bromophenyl)-4.6-quinazolindiamine). As a reaction SMILES: [Br:1][C:2]1[CH:3]=[C:4]([NH:8][C:9]2[C:18]3[C:13](=[CH:14][CH:15]=[C:16]([N+:19]([O-])=O)[CH:17]=3)[N:12]=[CH:11][N:10]=2)[CH:5]=[CH:6][CH:7]=1>C(O)C.C(O)(=O)C.[Fe]>[Br:1][C:2]1[CH:3]=[C:4]([NH:8][C:9]2[C:18]3[C:13](=[CH:14][CH:15]=[C:16]([NH2:19])[CH:17]=3)[N:12]=[CH:11][N:10]=2)[CH:5]=[CH:6][CH:7]=1. Procedure details: A mixture of 34.5 g of N-(3-bromophenyl)-6-nitro-4-quinazolinamine and 16.8 g of iron powder in 150 ml of ethanol and 150 ml of glacial acetic acid was heated in an oil bath at 120° C. for 2 hours. After filtration of the solid, solid sodium carbonate was added to the filtrate giving a solid. This was filtered, and the solid was extracted with methanol. The extracts were treated with charcoal and evaporated to a solid. After washing the solid with ether 27.5 g of N-(3-bromophenyl)-4,6-quinazolin...